From a dataset of the Open Reaction Database (ORD), a public repository of structured organic reaction records. describe an organic reaction: reactants, conditions, products, and yield Starting materials: BrC1=CC2=C(OCO2)C=C1 (5-bromo-1,3-benzodioxol), ClC=1C=C2C(C(NC2=CC1)=O)=O (5-chloroisatin). The product is O1COC2=C1C=CC(=C2)C2(C(NC1=CC=C(C=C21)Cl)=O)O (3-(1,3-benzodioxol-5-yl)-5-chloro-3-hydroxy-1,3-dihydro-2H-indol-2-one). Yield: 74.6%. RXN SMILES: Br[C:2]1[CH:10]=[CH:9][C:5]2[O:6][CH2:7][O:8][C:4]=2[CH:3]=1.[Cl:11][C:12]1[CH:13]=[C:14]2[C:18](=[CH:19][CH:20]=1)[NH:17][C:16](=[O:21])[C:15]2=[O:22]>>[O:6]1[C:5]2[CH:9]=[CH:10][C:2]([C:15]3([OH:22])[C:14]4[C:18](=[CH:19][CH:20]=[C:12]([Cl:11])[CH:13]=4)[NH:17][C:16]3=[O:21])=[CH:3][C:4]=2[O:8][CH2:7]1. Procedure: With 3.00 g of 5-bromo-1,3-benzodioxol and 1.86 g of 5-chloroisatin as starting materials, 2.32 g of the title compound was obtained by a similar method to Step 21-1. Reactants: [BH4-].[Na+] (Sodium borohydride), BrC1=CC=C(OC2CCC(CC2)=O)C=C1 (4-(4-bromophenoxy)cyclohexanone). Solvent: C(C)O (ethanol). Product: BrC1=CC=C(OC2CCC(CC2)O)C=C1 (4-(4-bromophenoxy)cyclohexanol). Isolated yield 71.4%. RXN SMILES: [BH4-].[Na+].[Br:3][C:4]1[CH:17]=[CH:16][C:7]([O:8][CH:9]2[CH2:14][CH2:13][C:12](=[O:15])[CH2:11][CH2:10]2)=[CH:6][CH:5]=1>C(O)C>[Br:3][C:4]1[CH:5]=[CH:6][C:7]([O:8][CH:9]2[CH2:10][CH2:11][CH:12]([OH:15])[CH2:13][CH2:14]2)=[CH:16][CH:17]=1 |f:0.1|. Procedure details: Sodium borohydride (77.3 mg, 2.04 mmol) was added to a solution of 4-(4-bromophenoxy)cyclohexanone (500 mg, 1.86 mmol) in ethanol (10 mL) at room temperature. After 20 minutes the reaction was cooled to 00° C. and quenched by the addition of 1 N HCl (aq). The reaction was concentrated and the resulting residue was partitioned between ether and 1 N HCl (aq). The layers were separated, the organic layer was washed with water then dried (Na2SO4), filtered and concentrated. Purification on an Analog... Reactants: CCOC(=O)N1CCN(Cc2nc3cccnc3n2Cc2ccc(C)o2)CC1, CC(C)O, [K+], [OH-]. The product is Cc1ccc(Cn2c(CN3CCNCC3)nc3cccnc32)o1. Reaction SMILES: [CH3:1][c:2]1[cH:3][cH:4][c:5]([CH2:7][n:8]2[c:9]([CH2:17][N:18]3[CH2:19][CH2:20][N:21]([C:24]([O:25][CH2:26][CH3:27])=[O:28])[CH2:22][CH2:23]3)[n:10][c:11]3[c:12]2[n:13][cH:14][cH:15][cH:16]3)[o:6]1.[CH3:31][CH:32]([OH:33])[CH3:34].[K+:30].[OH-:29]>>[CH3:1][c:2]1[cH:3][cH:4][c:5]([CH2:7][n:8]2[c:9]([CH2:17][N:18]3[CH2:19][CH2:20][NH:21][CH2:22][CH2:23]3)[n:10][c:11]3[c:12]2[n:13][cH:14][cH:15][cH:16]3)[o:6]1. Starting materials: Cl (hydrochloric acid), C(N)(=O)C=1C=2N(C3=CC=CC=C3N1)C=C(N2)C(=O)OCC (ethyl 4-carbamoyl-imidazo-[1,2-a]-quinoxaline-2-carboxylate), [OH-].[Na+] (sodium hydroxide), [Na] (sodium). The solvent is C(C)O (ethanol), O (water). Reaction conditions: time 8 hour. Product: C(N)(=O)C=1C=2N(C3=CC=CC=C3N1)C=C(N2)C(=O)O (4-carbamoyl-imidazo-[1,2-a]-quinoxaline-2-carboxylic acid). The yield is 98.6%. Reaction SMILES: [C:1]([C:4]1[C:5]2[N:6]([CH:14]=[C:15]([C:17]([O:19]CC)=[O:18])[N:16]=2)[C:7]2[C:12]([N:13]=1)=[CH:11][CH:10]=[CH:9][CH:8]=2)(=[O:3])[NH2:2].[OH-].[Na+].[Na].Cl>C(O)C.O>[C:1]([C:4]1[C:5]2[N:6]([CH:14]=[C:15]([C:17]([OH:19])=[O:18])[N:16]=2)[C:7]2[C:12]([N:13]=1)=[CH:11][CH:10]=[CH:9][CH:8]=2)(=[O:3])[NH2:2] |f:1.2,^1:23|. Procedure: A suspension of 0.315 g of the product of Step B, 35 ml of water, 12 ml of ethanol and 6 ml of 1 N sodium hydroxide was stirred overnight to obtain a suspension of the white sodium salt which was acidified with concentrated hydrochloric acid. The mixture was filtered to obtain 0.28 g of 4-carbamoyl-imidazo-[1,2-a]-quinoxaline-2-carboxylic acid in the form of a buff crystalline solid melting at 298°-300° C. Reactants: COc1cccc(Nc2c(C(N)=O)cnc3c(C)cc(S(=O)(=O)c4cccc(C(=O)NCCCCCCCCNCC(O[Si](C)(C)C(C)(C)C)c5ccc(O)c6[nH]c(=O)ccc56)c4)cc23)c1, CCCC[N+](CCCC)(CCCC)CCCC, C1CCOC1, CC(=O)O, [F-]. The product is COc1cccc(Nc2c(C(N)=O)cnc3c(C)cc(S(=O)(=O)c4cccc(C(=O)NCCCCCCCCNCC(O)c5ccc(O)c6[nH]c(=O)ccc56)c4)cc23)c1. RXN SMILES: [C:19]([Si:20]([CH3:21])([CH3:22])[O:24][CH:25]([CH2:26][NH:27][CH2:28][CH2:29][CH2:30][CH2:31][CH2:32][CH2:33][CH2:34][CH2:35][NH:36][C:37](=[O:38])[c:39]1[cH:40][c:41]([S:45](=[O:46])(=[O:47])[c:48]2[cH:49][c:50]3[c:51]([NH:62][c:63]4[cH:64][c:65]([O:69][CH3:70])[cH:66][cH:67][cH:68]4)[c:52]([C:59](=[O:60])[NH2:61])[cH:53][n:54][c:55]3[c:56]([CH3:58])[cH:57]2)[cH:42][cH:43][cH:44]1)[c:71]1[c:72]2[cH:73][cH:74][c:75](=[O:82])[nH:76][c:77]2[c:78]([OH:81])[cH:79][cH:80]1)([CH3:23])([CH3:83])[CH3:84].[CH2:2]([N+:3]([CH2:4][CH2:5][CH2:6][CH3:7])([CH2:8][CH2:9][CH2:10][CH3:11])[CH2:12][CH2:13][CH2:14][CH3:15])[CH2:16][CH2:17][CH3:18].[CH2:89]1[O:90][CH2:91][CH2:92][CH2:93]1.[CH3:85][C:86](=[O:87])[OH:88].[F-:1]>>[OH:24][CH:25]([CH2:26][NH:27][CH2:28][CH2:29][CH2:30][CH2:31][CH2:32][CH2:33][CH2:34][CH2:35][NH:36][C:37](=[O:38])[c:39]1[cH:40][c:41]([S:45](=[O:46])(=[O:47])[c:48]2[cH:49][c:50]3[c:51]([NH:62][c:63]4[cH:64][c:65]([O:69][CH3:70])[cH:66][cH:67][cH:68]4)[c:52]([C:59](=[O:60])[NH2:61])[cH:53][n:54][c:55]3[c:56]([CH3:58])[cH:57]2)[cH:42][cH:43][cH:44]1)[c:71]1[c:72]2[cH:73][cH:74][c:75](=[O:82])[nH:76][c:77]2[c:78]([OH:81])[cH:79][cH:80]1. The reactants are COC([C@@H](CC1=CC=CC=C1)OC1=C(C=C(C=C1C1CCCC1)C1=C2C=CC=CC2=C(C=2SC(=C(C21)C)C)Br)Br)=O ((2R)-2-[2-bromo-4-(9-bromo-2,3-dimethyl-naphtho[2,3-b]thiophen-4-yl)-6-cyclopentyl-phenoxy]-3-phenyl-propionic acid methyl ester), [OH-].[K+] (potassium hydroxide), solution. Run in O1CCCC1 (tetrahydrofuran), CO (methanol). Conditions: time 15 minute. Yields the product BrC1=C(O[C@@H](C(=O)O)CC2=CC=CC=C2)C(=CC(=C1)C1=C2C=CC=CC2=C(C=2SC(=C(C21)C)C)Br)C2CCCC2 ((2R)-2-[2-Bromo-4-(9-bromo-2,3-dimethyl-naphtho[2,3-b]thiophen-4-yl)-6-cyclopentyl-phenoxy]-3-phenyl-propionic acid). The yield is 97.3%. RXN SMILES: C[O:2][C:3](=[O:41])[C@H:4]([O:12][C:13]1[C:18]([CH:19]2[CH2:23][CH2:22][CH2:21][CH2:20]2)=[CH:17][C:16]([C:24]2[C:36]3[C:35]([CH3:37])=[C:34]([CH3:38])[S:33][C:32]=3[C:31]([Br:39])=[C:30]3[C:25]=2[CH:26]=[CH:27][CH:28]=[CH:29]3)=[CH:15][C:14]=1[Br:40])[CH2:5][C:6]1[CH:11]=[CH:10][CH:9]=[CH:8][CH:7]=1.[OH-].[K+]>O1CCCC1.CO>[Br:40][C:14]1[CH:15]=[C:16]([C:24]2[C:36]3[C:35]([CH3:37])=[C:34]([CH3:38])[S:33][C:32]=3[C:31]([Br:39])=[C:30]3[C:25]=2[CH:26]=[CH:27][CH:28]=[CH:29]3)[CH:17]=[C:18]([CH:19]2[CH2:23][CH2:22][CH2:21][CH2:20]2)[C:13]=1[O:12][C@H:4]([CH2:5][C:6]1[CH:11]=[CH:10][CH:9]=[CH:8][CH:7]=1)[C:3]([OH:41])=[O:2] |f:1.2|. Procedure: To a solution of (2R)-2-[2-bromo-4-(9-bromo-2,3-dimethyl-naphtho[2,3-b]thiophen-4-yl)-6-cyclopentyl-phenoxy]-3-phenyl-propionic acid methyl ester (1.0 g, 1.5 mmol) in tetrahydrofuran (30 mL) and methanol (10 mL) at room temperature was added dropwise aqueous potassium hydroxide (3.0 mL of a 1 N solution, 3.0 mmol). After 4 h the reaction mixture was concentrated under reduced pressure. The residue was taken up in water (100 mL) and acidified with aqueous 10% hydrochloric acid. After stirring for... The reactants are C(#N)C=1C(=NSC1C1=CC=C(C=C1)NC(=O)NC1=C(C=CC(=C1)C)F)NCCCN1CCOCC1 (1-(4-{4-cyano-3-[(3-morpholin-4-ylpropyl)amino]isothiazol-5-yl}phenyl)-3-(2-fluoro-5-methylphenyl)urea), C(=O)([O-])[O-].[K+].[K+] (K2CO3). Reagents/catalysts: OO (hydrogen peroxide). The solvent is CS(=O)C (DMSO), [Cl-].[Na+].O (brine). Conditions: time 30 minute. Yields the product FC1=C(C=C(C=C1)C)NC(=O)NC1=CC=C(C=C1)C1=C(C(=NS1)NCCCN1CCOCC1)C(=O)N (5-[4-({[(2-Fluoro-5-methylphenyl)amino]carbonyl}amino)phenyl]-3-[(3-morpholin-4-ylpropyl)amino]isothiazole-4-carboxamide). Yield: 85.0%. Reaction SMILES: [C:1]([C:3]1[C:4]([NH:26][CH2:27][CH2:28][CH2:29][N:30]2[CH2:35][CH2:34][O:33][CH2:32][CH2:31]2)=[N:5][S:6][C:7]=1[C:8]1[CH:13]=[CH:12][C:11]([NH:14][C:15]([NH:17][C:18]2[CH:23]=[C:22]([CH3:24])[CH:21]=[CH:20][C:19]=2[F:25])=[O:16])=[CH:10][CH:9]=1)#[N:2].C([O-])([O-])=[O:37].[K+].[K+]>CS(C)=O.OO.[Cl-].[Na+].O>[F:25][C:19]1[CH:20]=[CH:21][C:22]([CH3:24])=[CH:23][C:18]=1[NH:17][C:15]([NH:14][C:11]1[CH:12]=[CH:13][C:8]([C:7]2[S:6][N:5]=[C:4]([NH:26][CH2:27][CH2:28][CH2:29][N:30]3[CH2:31][CH2:32][O:33][CH2:34][CH2:35]3)[C:3]=2[C:1]([NH2:2])=[O:37])=[CH:9][CH:10]=1)=[O:16] |f:1.2.3,6.7.8|. Procedure: To a solution of 1-(4-{4-cyano-3-[(3-morpholin-4-ylpropyl)amino]isothiazol-5-yl}phenyl)-3-(2-fluoro-5-methylphenyl)urea (5 mg, 0.011 mmol) in 0.8 mL DMSO at rt was added catalytic K2CO3, 1 drop 30% hydrogen peroxide and the reaction stirred at rt for 30 min. The reaction was added into a solution of dilute brine and the precipitant filtered and rinsed with water, then 20% EtOAc/hexane. The product was washed from the filter paper using 15% MeOH/CHCl3 and then evaporated to give the title compoun...